This data is from the Open Reaction Database (ORD), a public repository of structured organic reaction records. The task is: describe an organic reaction: reactants, conditions, products, and yield Reactants: O=C1C(NC(N1CC1CNCC1)=CC(=O)C1=CC=C(C#N)C=C1)(CC1=CC=NC=C1)CC1=CC=NC=C1 (4-[(5-Oxo-4,4-bis-pyridin-4-ylmethyl-1-pyrrolidin-3-ylmethyl-imidazolidin-2-ylidene)-acetyl]-benzonitrile), C1(=CC=CC=C1)S(=O)(=O)Cl (benzenesulfonyl chloride). Yields the product C1(=CC=CC=C1)S(=O)(=O)N1CC(CC1)CN1C(NC(C1=O)(CC1=CC=NC=C1)CC1=CC=NC=C1)=CC(=O)C1=CC=C(C#N)C=C1 (4-{[1-(1-Benzenesulfonyl-pyrrolidin-3-ylmethyl)-5-oxo-4,4-bis-pyridin-4-ylmethyl-imidazolidin-2-ylidene]-acetyl}-benzonitrile). Reaction SMILES: [O:1]=[C:2]1[N:6]([CH2:7][CH:8]2[CH2:12][CH2:11][NH:10][CH2:9]2)[C:5](=[CH:13][C:14]([C:16]2[CH:23]=[CH:22][C:19]([C:20]#[N:21])=[CH:18][CH:17]=2)=[O:15])[NH:4][C:3]1([CH2:31][C:32]1[CH:37]=[CH:36][N:35]=[CH:34][CH:33]=1)[CH2:24][C:25]1[CH:30]=[CH:29][N:28]=[CH:27][CH:26]=1.[C:38]1([S:44](Cl)(=[O:46])=[O:45])[CH:43]=[CH:42][CH:41]=[CH:40][CH:39]=1>>[C:38]1([S:44]([N:10]2[CH2:11][CH2:12][CH:8]([CH2:7][N:6]3[C:2](=[O:1])[C:3]([CH2:24][C:25]4[CH:30]=[CH:29][N:28]=[CH:27][CH:26]=4)([CH2:31][C:32]4[CH:33]=[CH:34][N:35]=[CH:36][CH:37]=4)[NH:4][C:5]3=[CH:13][C:14]([C:16]3[CH:17]=[CH:18][C:19]([C:20]#[N:21])=[CH:22][CH:23]=3)=[O:15])[CH2:9]2)(=[O:46])=[O:45])[CH:43]=[CH:42][CH:41]=[CH:40][CH:39]=1. Procedure details: According to the procedure of Example 13, the title compound of 46B (100 mg, 0.20 mmol) and benzenesulfonyl chloride (0.04 ml, 0.198 mmol) were reacted to generate the title compound of Example 46 as a white solid (25 mg, 0.037 mmol, 37% yield). Starting materials: C(C)(C)(C)C1=NN(C(=C1)NC(=O)N[C@H]1CC[C@H](C2=CC=CC=C12)OC=1C=CC=2N(C1)C(=NN2)[C@H]2N(CCC2)C)C=2C=C(COS(=O)(=O)C)C=CC2 (Methanesulfonic acid 3-[3-tert-butyl-5-(3-{(1S,4R)-4-[3-((S)-1-methyl-pyrrolidin-2-yl)-[1,2,4]triazolo[4,3-a]pyridin-6-yloxy]-1,2,3,4-tetrahydro-naphthalen-1-yl}-ureido)-pyrazol-1-yl]-benzyl ester), N1CCOCC1 (morpholine), C1CCOC1 (THF). Solvent: C(Cl)Cl (DCM). Run at temperature 60 celsius, time 18 hour. Yields the product C(=O)O.C(C)(C)(C)C=1C=C(N(N1)C1=C(C(=CC=C1)N1CCOCC1)C)NC(=O)N[C@H]1CC[C@H](C2=CC=CC=C12)OC=1C=CC=2N(C1)C(=NN2)[C@H]2N(CCC2)C (1-[5-tert-Butyl-2-(3-morpholin-4-yl-methyl-phenyl)-2H-pyrazol-3-yl]-3-{(1S,4R)-4-[3-((S)-1-methyl-pyrrolidin-2-yl)-[1,2,4]triazolo[4,3-a]pyridin-6-yloxy]-1,2,3,4-tetrahydronaphthalen-1-yl}-urea formate salt), solid. Yield: 21.0%. RXN SMILES: [C:1]([C:5]1[CH:9]=[C:8]([NH:10][C:11]([NH:13][C@@H:14]2[C:23]3[C:18](=[CH:19][CH:20]=[CH:21][CH:22]=3)[C@H:17]([O:24][C:25]3[CH:26]=[CH:27][C:28]4[N:29]([C:31]([C@@H:34]5[CH2:38][CH2:37][CH2:36][N:35]5[CH3:39])=[N:32][N:33]=4)[CH:30]=3)[CH2:16][CH2:15]2)=[O:12])[N:7]([C:40]2[CH:41]=[C:42]([CH:49]=[CH:50][CH:51]=2)[CH2:43][O:44]S(C)(=O)=O)[N:6]=1)([CH3:4])([CH3:3])[CH3:2].[NH:52]1[CH2:57][CH2:56][O:55][CH2:54][CH2:53]1.[CH2:58]1COCC1>C(Cl)Cl>[CH:43]([OH:44])=[O:55].[C:1]([C:5]1[CH:9]=[C:8]([NH:10][C:11]([NH:13][C@@H:14]2[C:23]3[C:18](=[CH:19][CH:20]=[CH:21][CH:22]=3)[C@H:17]([O:24][C:25]3[CH:26]=[CH:27][C:28]4[N:29]([C:31]([C@@H:34]5[CH2:38][CH2:37][CH2:36][N:35]5[CH3:39])=[N:32][N:33]=4)[CH:30]=3)[CH2:16][CH2:15]2)=[O:12])[N:7]([C:40]2[CH:51]=[CH:50][CH:49]=[C:42]([N:52]3[CH2:57][CH2:56][O:55][CH2:54][CH2:53]3)[C:41]=2[CH3:58])[N:6]=1)([CH3:4])([CH3:3])[CH3:2] |f:4.5|. Procedure details: A mixture of Intermediate 149b (104 mg, 0.15 mmol) and morpholine (64 μL, 0.73 mmol) in THF (2 mL) was stirred at 60° C. for 18 h. The reaction mixture was cooled to RT, diluted with DCM (5 mL) and washed with water (5 mL) and brine (5 mL). The organic layer was passed through a phase separator and concentrated in vacuo and the resultant residue was purified by prep. HPLC, using 5-50% CH3CN in water, buffered with formic acid, on a Gemini C18 column, over 20 mins to afford the title compound as ... The reactants are O=C([O-])[O-], CS(=O)(=O)Cc1ccc(O)cn1, CN(C)C=O, O=[N+]([O-])c1ccc(F)cc1OC1CCOCC1, [K+], [K+], O. Yields the product CS(=O)(=O)Cc1ccc(Oc2ccc([N+](=O)[O-])c(OC3CCOCC3)c2)cn1. Reaction SMILES: [C:30](=[O:31])([O-:32])[O-:33].[CH3:18][S:19](=[O:20])(=[O:21])[CH2:22][c:23]1[cH:24][cH:25][c:26]([OH:29])[cH:27][n:28]1.[CH3:37][N:38]([CH3:39])[CH:40]=[O:41].[F:1][c:2]1[cH:3][cH:4][c:5]([N+:15](=[O:16])[O-:17])[c:6]([O:7][CH:8]2[CH2:9][CH2:10][O:11][CH2:12][CH2:13]2)[cH:14]1.[K+:34].[K+:35].[OH2:36]>>[c:2]1([O:29][c:26]2[cH:25][cH:24][c:23]([CH2:22][S:19]([CH3:18])(=[O:20])=[O:21])[n:28][cH:27]2)[cH:3][cH:4][c:5]([N+:15](=[O:16])[O-:17])[c:6]([O:7][CH:8]2[CH2:9][CH2:10][O:11][CH2:12][CH2:13]2)[cH:14]1. Starting materials: CSC(=N)N1N=CC(C1)(C)C (4,4-Dimethyl-4,5-dihydro-pyrazole-1-carboximidothioic acid methyl ester), ClC1=CC=C(S1)S(=O)(=O)N (5-chloro-thiophene-2-sulfonic acid amide). Run in C(C)#N (acetonitrile). Yields the product NC(=NS(=O)(=O)C=1SC(=CC1)Cl)N1N=CC(C1)(C)C (5-chloro-thiophene-2-sulfonic acid amino-(4,4-dimethyl-4,5-dihydro-pyrazol-1-yl)-methyleneamide). The yield is 0.5%. Reaction SMILES: CS[C:3]([N:5]1[CH2:9][C:8]([CH3:11])([CH3:10])[CH:7]=[N:6]1)=[NH:4].[Cl:12][C:13]1[S:17][C:16]([S:18]([NH2:21])(=[O:20])=[O:19])=[CH:15][CH:14]=1>C(#N)C>[NH2:4][C:3]([N:5]1[CH2:9][C:8]([CH3:11])([CH3:10])[CH:7]=[N:6]1)=[N:21][S:18]([C:16]1[S:17][C:13]([Cl:12])=[CH:14][CH:15]=1)(=[O:20])=[O:19]. Reported procedure: 1.0 g (1 mol equiv.) 4,4-Dimethyl-4,5-dihydro-pyrazole-1-carboximidothioic acid methyl ester and 1.21 g (1.05 mol equiv.) 5-chloro-thiophene-2-sulfonic acid amide were added to 10 mL acetonitrile. The reaction mixture was refluxed overnight, and volatiles were removed under reduced pressure. The residue was taken up in ethyl acetate and extracted with 2N NaOH. The organic layer was dried over Na2SO4, filtered and evaporated to dryness. Purification by flash chromatography on silica gel (Et2O:PA=... Reactants: OO (hydrogen peroxide), l'hexa-1,5-diene, C=CCCC=C (hexa-1,5-diene), C1(C=CC(C=C1)=O)=O (benzoquinone), C (charcoal). Reagents/catalysts: C(C)(=O)[O-].[Pd+2].C(C)(=O)[O-] (palladium acetate). Run in C(C)(=O)O (acetic acid). Conditions: time 2 hour. Yields the product C(C)(=O)OC1CC(CC1)=C (1-acetoxy-3-methylene-cyclopentane). Reaction SMILES: [CH2:1]=[CH:2][CH2:3][CH2:4][CH:5]=[CH2:6].[C:7]1(=[O:14])[CH:12]=CC(=O)C=C1.C.[OH:16]O>C([O-])(=O)C.[Pd+2].C([O-])(=O)C.C(O)(=O)C>[C:7]([O:14][CH:2]1[CH2:3][CH2:4][C:5](=[CH2:6])[CH2:1]1)(=[O:16])[CH3:12] |f:4.5.6|. Reported procedure: Acetoxylation of l'hexa-1,5-diene ##STR3## A 500 ml three-neck flask is charged with 15 g of hexa-1,5-diene (0.18 moles), 150 g of acetic acid, 0.77 g of benzoquinone (7 mmoles), 1 g of charcoal and 80 mg of palladium acetate (0.35 mmoles). The temperature is taken to 50°, then 7 g (0.14 moles) of 70% by weight hydrogen peroxide are introduced in 8 h, and the reaction is allowed to proceed for a further 2 h while maintaining the temperature at 50°. The acetic acid is then distilled (35°, 20×102P... Reactants: C(CCCC)C1=CC=C(C=C1)C=1N=CC(=NC1)O (5-(4-pentylphenyl)-2-pyrazinol), C(CC)C1=CC=C(CBr)C=C1 (p-n-propylbenzyl bromide), C([O-])([O-])=O.[K+].[K+] (potassium carbonate). The solvent is CN(C=O)C (dimethylformamide). Product: C(CC)C1=CC=C(COC2=NC=C(N=C2)C2=CC=C(C=C2)CCCCC)C=C1 (5-(4-n-pentylphenyl)-pyrazin-2-yl p-n-propylbenzyl ether). RXN SMILES: [CH2:1]([C:6]1[CH:11]=[CH:10][C:9]([C:12]2[N:13]=[CH:14][C:15]([OH:18])=[N:16][CH:17]=2)=[CH:8][CH:7]=1)[CH2:2][CH2:3][CH2:4][CH3:5].[CH2:19]([C:22]1[CH:29]=[CH:28][C:25]([CH2:26]Br)=[CH:24][CH:23]=1)[CH2:20][CH3:21].C(=O)([O-])[O-].[K+].[K+]>CN(C)C=O>[CH2:19]([C:22]1[CH:29]=[CH:28][C:25]([CH2:26][O:18][C:15]2[CH:14]=[N:13][C:12]([C:9]3[CH:8]=[CH:7][C:6]([CH2:1][CH2:2][CH2:3][CH2:4][CH3:5])=[CH:11][CH:10]=3)=[CH:17][N:16]=2)=[CH:24][CH:23]=1)[CH2:20][CH3:21] |f:2.3.4|. Reported procedure: A mixture of 10.4 g of 5-(4-pentylphenyl)-2-pyrazinol (obtainable analogously to Japanese Preliminary Published Application 144,770/84), 7.7 g of p-n-propylbenzyl bromide, 8.6 g of potassium carbonate and 50 ml of dimethylformamide is heated at 90° for 10 hours. Customary working up gives 5-(4-n-pentylphenyl)-pyrazin-2-yl p-n-propylbenzyl ether. Starting materials: CCC1CCC(NC(=O)C2CC2COS(C)(=O)=O)CC1, Cc1ccc(C)c(N2CCNCC2)c1, Clc1cccc(N2CCNCC2)c1, Cl, Cl. The product is CCC1CCC(NC(=O)C2CC2CN2CCN(c3cc(C)ccc3C)CC2)CC1. RXN SMILES: [CH2:1]([CH3:2])[CH:3]1[CH2:4][CH2:5][CH:6]([NH:9][C:10](=[O:11])[CH:12]2[CH:13]([CH2:15][O:16][S:17]([CH3:18])(=[O:19])=[O:20])[CH2:14]2)[CH2:7][CH2:8]1.[CH3:22][c:23]1[c:24]([N:30]2[CH2:31][CH2:32][NH:33][CH2:34][CH2:35]2)[cH:25][c:26]([CH3:29])[cH:27][cH:28]1.[Cl:37][c:38]1[cH:39][c:40]([N:41]2[CH2:42][CH2:43][NH:44][CH2:45][CH2:46]2)[cH:47][cH:48][cH:49]1.[ClH:21].[ClH:36]>>[CH2:1]([CH3:2])[CH:3]1[CH2:4][CH2:5][CH:6]([NH:9][C:10](=[O:11])[CH:12]2[CH:13]([CH2:15][N:33]3[CH2:32][CH2:31][N:30]([c:24]4[c:23]([CH3:22])[cH:28][cH:27][c:26]([CH3:29])[cH:25]4)[CH2:35][CH2:34]3)[CH2:14]2)[CH2:7][CH2:8]1. Reactants: O (Water), BrCCCCC(=O)OCC (Ethyl 5-bromopentanoate), BrC1=CC(=C(C=C1)O)C=O (4-bromo-2-formylphenol), C([O-])([O-])=O.[K+].[K+] (potassium carbonate). The solvent is CN(C)C=O (DMF). Reaction conditions: temperature 50 celsius, time 8 hour. The product is BrC1=CC(=C(OCCCCC(=O)OCC)C=C1)C=O (ethyl 5-(4-bromo-2-formylphenoxy)pentanoate). Yield: 99.9%. RXN SMILES: Br[CH2:2][CH2:3][CH2:4][CH2:5][C:6]([O:8][CH2:9][CH3:10])=[O:7].[Br:11][C:12]1[CH:17]=[CH:16][C:15]([OH:18])=[C:14]([CH:19]=[O:20])[CH:13]=1.C(=O)([O-])[O-].[K+].[K+].O>CN(C=O)C>[Br:11][C:12]1[CH:17]=[CH:16][C:15]([O:18][CH2:2][CH2:3][CH2:4][CH2:5][C:6]([O:8][CH2:9][CH3:10])=[O:7])=[C:14]([CH:19]=[O:20])[CH:13]=1 |f:2.3.4|. Procedure: Ethyl 5-bromopentanoate (28.6 g) was added to a suspension of 4-bromo-2-formylphenol (25.0 g) and potassium carbonate (18.9 g) in DMF (100 ml), and the resulting solution was stirred at 50° C. overnight under a nitrogen atmosphere. The solution was allowed to cool. Water was added and the resultant mixture was extracted with ethyl acetate. The organic layer was washed with saturated saline and dried over magnesium sulfate. The solvent was distilled off under reduced pressure to obtain yellow oil... Starting materials: C1CCNC1, ClCc1nnc2n1-c1ccc(Cl)cc1C(c1ccccc1)=NC2, [I-], [K+], C1CCOC1. The product is Clc1ccc2c(c1)C(c1ccccc1)=NCc1nnc(CN3CCCC3)n1-2. Reaction SMILES: [CH2:26]1[CH2:27][CH2:28][NH:29][CH2:30]1.[Cl:1][c:2]1[cH:3][cH:4][c:5]2[c:6]([cH:23]1)[C:7]([c:17]1[cH:18][cH:19][cH:20][cH:21][cH:22]1)=[N:8][CH2:9][c:10]1[n:11]-2[c:12]([CH2:15][Cl:16])[n:13][n:14]1.[I-:25].[K+:24].[O:31]1[CH2:32][CH2:33][CH2:34][CH2:35]1>>[Cl:1][c:2]1[cH:3][cH:4][c:5]2[c:6]([cH:23]1)[C:7]([c:17]1[cH:18][cH:19][cH:20][cH:21][cH:22]1)=[N:8][CH2:9][c:10]1[n:11]-2[c:12]([CH2:15][N:29]2[CH2:28][CH2:27][CH2:26][CH2:30]2)[n:13][n:14]1.